From a dataset of the Open Reaction Database (ORD), a public repository of structured organic reaction records. describe an organic reaction: reactants, conditions, products, and yield Starting materials: BrCC(=O)OC (methyl bromoacetate), ClC1=C(C(=CC=C1)Cl)CN1C2=CC=CC(=C2C=2C(=CC=CC12)O)C(N)=O (9-[(2,6-dichlorophenyl)methyl]-4-hydroxy-5-carbamoyl carbazole), resultant mixture. Solvent: C(C)(=O)OCC (ethyl acetate), CN(C)C=O (DMF). Reaction conditions: time 15 minute. The product is ClC1=C(C(=CC=C1)Cl)CN1C2=CC=CC(=C2C=2C(=CC=CC12)OCC(=O)OC)C(N)=O ({9-[(2,6-dichlorophenyl)methyl]-5-carbamoylcarbazol-4-yl}oxyacetic acid, methyl ester). The yield is 47.9%. As a reaction SMILES: [Cl:1][C:2]1[CH:7]=[CH:6][CH:5]=[C:4]([Cl:8])[C:3]=1[CH2:9][N:10]1[C:22]2[CH:21]=[CH:20][CH:19]=[C:18]([OH:23])[C:17]=2[C:16]2[C:11]1=[CH:12][CH:13]=[CH:14][C:15]=2[C:24](=[O:26])[NH2:25].Br[CH2:28][C:29]([O:31][CH3:32])=[O:30]>CN(C=O)C.C(OCC)(=O)C>[Cl:1][C:2]1[CH:7]=[CH:6][CH:5]=[C:4]([Cl:8])[C:3]=1[CH2:9][N:10]1[C:22]2[CH:21]=[CH:20][CH:19]=[C:18]([O:23][CH2:28][C:29]([O:31][CH3:32])=[O:30])[C:17]=2[C:16]2[C:11]1=[CH:12][CH:13]=[CH:14][C:15]=2[C:24](=[O:26])[NH2:25]. Reported procedure: 40% Methanolic Triton B (0.23 mL, 0.49 mM) was added to a solution of the 9-[(2,6-dichlorophenyl)methyl]-4-hydroxy-5-carbamoyl carbazole (146 mg, 0.38 mM) in 5 mL DMF at room temperature. After 15 minutes, methyl bromoacetate (119 mg, 0.76 mM) was added and the resultant mixture stirred at room temperature for 17 hours. The mixture was diluted with ethyl acetate, washed with H2O, 1 N HCl, H2O, sat. NaHCO3, and saturated brine, dried over magnesium sulfate, filtered, and concentrated. The residue...